Dataset: the Open Reaction Database (ORD), a public repository of structured organic reaction records. Task: describe an organic reaction: reactants, conditions, products, and yield Starting materials: C(C)(C)(C)OC(=O)N1CCC(CC1)NC=1C=C2C=CN=CC2=CC1 (4-(Isoquinolin-6-ylamino)-piperidine-1-carboxylic acid tert-butyl ester). Run in Cl (HCl), C(C)(C)O (isopropanol). The product is C1=NC=CC2=CC(=CC=C12)NC1CCNCC1 (Isoquinolin-6-yl-piperidin-4-yl-amine). Isolated yield 114.7%. As a reaction SMILES: C(OC([N:8]1[CH2:13][CH2:12][CH:11]([NH:14][C:15]2[CH:16]=[C:17]3[C:22](=[CH:23][CH:24]=2)[CH:21]=[N:20][CH:19]=[CH:18]3)[CH2:10][CH2:9]1)=O)(C)(C)C>Cl.C(O)(C)C>[CH:21]1[C:22]2[C:17](=[CH:16][C:15]([NH:14][CH:11]3[CH2:12][CH2:13][NH:8][CH2:9][CH2:10]3)=[CH:24][CH:23]=2)[CH:18]=[CH:19][N:20]=1. Procedure: 258 mg (0.79 mmol) 4-(Isoquinolin-6-ylamino)-piperidine-1-carboxylic acid tert-butyl ester were stirred in 6N HCl in isopropanol for 2 h. After evaporation the residue was taken up in water and lyophilized. 206 mg of Isoquinolin-6-yl-piperidin-4-yl-amine as the hydrochloride could be obtained. Reactants: ClC1=NOCC1N1C(C=2C(C1=O)=CC=CC2)=O (3-Chloro-4-phthalimido-4,5-dihydroisoxazole), CC1=CC=C(CN)C=C1 (4-Methylbenzylamine). Run in O1CCCC1 (tetrahydrofuran). Run at time 4 hour. Yields the product 4.8, ClC1=NOCC1NC(C=1C(C(=O)NCC2=CC=C(C=C2)C)=CC=CC1)=O (N-(3-chloro-4,5-dihydroisoxazol-4-yl)-N'-(p-methylbenzyl)phthalamide). The yield is 80.7%. Reaction SMILES: [Cl:1][C:2]1[CH:6]([N:7]2[C:11](=[O:12])[C:10]3=[CH:13][CH:14]=[CH:15][CH:16]=[C:9]3[C:8]2=[O:17])[CH2:5][O:4][N:3]=1.[CH3:18][C:19]1[CH:26]=[CH:25][C:22]([CH2:23][NH2:24])=[CH:21][CH:20]=1>O1CCCC1>[Cl:1][C:2]1[CH:6]([NH:7][C:11](=[O:12])[C:10]2[C:9](=[CH:16][CH:15]=[CH:14][CH:13]=2)[C:8]([NH:24][CH2:23][C:22]2[CH:25]=[CH:26][C:19]([CH3:18])=[CH:20][CH:21]=2)=[O:17])[CH2:5][O:4][N:3]=1. Procedure: 3-Chloro-4-phthalimido-4,5-dihydroisoxazole (4 g, 16 mmol) was dissolved in 50 ml of dried tetrahydrofuran. 4-Methylbenzylamine (2.18 g, 18 mmol) was added at room temperature and the reaction solution was stirred at room temperature for 4 hours. The reaction mixture was concentrated in vacuo, and the residue recrystallized from chloroform to give 4.8 (80.7%) of the desired product. Starting materials: Cc1cnc(NC(=O)C(CN2CC(O[Si](C)(C)C(C)(C)C)C2)Oc2ncnc3c2cnn3-c2ccccc2Cl)cn1, CCCC[N+](CCCC)(CCCC)CCCC, [F-], C1CCOC1. Product: Cc1cnc(NC(=O)C(CN2CC(O)C2)Oc2ncnc3c2cnn3-c2ccccc2Cl)cn1. Reaction SMILES: [C:19]([Si:20]([CH3:21])([CH3:22])[O:24][CH:25]1[CH2:26][N:27]([CH2:29][CH:30]([C:31](=[O:32])[NH:33][c:34]2[n:35][cH:36][c:37]([CH3:40])[n:38][cH:39]2)[O:41][c:42]2[c:43]3[c:44]([n:45][cH:46][n:47]2)[n:48](-[c:51]2[c:52]([Cl:57])[cH:53][cH:54][cH:55][cH:56]2)[n:49][cH:50]3)[CH2:28]1)([CH3:23])([CH3:58])[CH3:59].[CH3:2][CH2:3][CH2:4][CH2:5][N+:6]([CH2:7][CH2:8][CH2:9][CH3:10])([CH2:11][CH2:12][CH2:13][CH3:14])[CH2:15][CH2:16][CH2:17][CH3:18].[F-:1].[O:60]1[CH2:61][CH2:62][CH2:63][CH2:64]1>>[OH:24][CH:25]1[CH2:26][N:27]([CH2:29][CH:30]([C:31](=[O:32])[NH:33][c:34]2[n:35][cH:36][c:37]([CH3:40])[n:38][cH:39]2)[O:41][c:42]2[c:43]3[c:44]([n:45][cH:46][n:47]2)[n:48](-[c:51]2[c:52]([Cl:57])[cH:53][cH:54][cH:55][cH:56]2)[n:49][cH:50]3)[CH2:28]1. Reactants: CC(=O)O[BH-](OC(C)=O)OC(C)=O, ClCCl, CCCC(N)C(=O)OC, Cl, O=C1CCc2cc(F)cc(F)c2C1, [Na+]. Yields the product CCCC(NC1CCc2cc(F)cc(F)c2C1)C(=O)OC. As a reaction SMILES: [C:24]([O:25][BH-:26]([O:27][C:28](=[O:29])[CH3:30])[O:31][C:32](=[O:33])[CH3:34])(=[O:35])[CH3:36].[CH2:38]([Cl:39])[Cl:40].[CH3:2][O:3][C:4]([CH:5]([NH2:6])[CH2:7][CH2:8][CH3:9])=[O:10].[ClH:1].[F:11][c:12]1[cH:13][c:14]2[c:19]([c:20]([F:22])[cH:21]1)[CH2:18][C:17](=[O:23])[CH2:16][CH2:15]2.[Na+:37]>>[CH3:2][O:3][C:4]([CH:5]([NH:6][CH:17]1[CH2:16][CH2:15][c:14]2[cH:13][c:12]([F:11])[cH:21][c:20]([F:22])[c:19]2[CH2:18]1)[CH2:7][CH2:8][CH3:9])=[O:10]. Reactants: Example 369 3, C(C)(C)OC1=C(C=CC=C1)B(O)O ((2-isopropoxyphenyl)boronic acid), BrC1=CC(=C(C=C1)C=1N=CC(=NC1)N)F (5-(4-bromo-2-fluorophenyl)pyrazin-2-amine). Product: FC=1C=C(C=CC1C=1N=CC(=NC1)N)C1=C(C=CC=C1)OC(C)C (5-[3-Fluoro-2′-(1-methylethoxy)biphenyl-4-yl]pyrazin-2-amine). As a reaction SMILES: [CH:1]([O:4][C:5]1[CH:10]=[CH:9][CH:8]=[CH:7][C:6]=1B(O)O)([CH3:3])[CH3:2].Br[C:15]1[CH:20]=[CH:19][C:18]([C:21]2[N:22]=[CH:23][C:24]([NH2:27])=[N:25][CH:26]=2)=[C:17]([F:28])[CH:16]=1>>[F:28][C:17]1[CH:16]=[C:15]([C:6]2[CH:7]=[CH:8][CH:9]=[CH:10][C:5]=2[O:4][CH:1]([CH3:3])[CH3:2])[CH:20]=[CH:19][C:18]=1[C:21]1[N:22]=[CH:23][C:24]([NH2:27])=[N:25][CH:26]=1. Reported procedure: The title compound was prepared using methods analogous to those described in Example 369 3 using (2-isopropoxyphenyl)boronic acid and 5-(4-bromo-2-fluorophenyl)pyrazin-2-amine in Step B. MS (ESI): mass calcd. for C19H18FN3O, 323.14; m/z found, 324.1 [M+H]+. 1H NMR (400 MHz, CDCl3) δ 8.63-8.57 (m, 1H), 8.12 (d, J=1.4, 1H), 7.97-7.87 (m, 1H), 7.48-7.42 (m, 1.5H), 7.42-7.34 (m, 1.5H), 7.34-7.28 (m, 1H), 7.07-6.97 (m, 2H), 4.65 (s, 2H), 4.59-4.44 (m, 1H), 1.29 (d, J=6.1, 6H). RXN SMILES: [O:1]=[C:2]1[CH2:7][CH2:6][N:5]([C:8]([O:10][CH2:11][CH3:12])=[O:9])[CH2:4][CH2:3]1.[CH2:13]([Li])[CH2:14][CH2:15][CH3:16]>O1CCCC1.[Cl-].[NH4+]>[CH2:13]([C:2]1([OH:1])[CH2:3][CH2:4][N:5]([C:8]([O:10][CH2:11][CH3:12])=[O:9])[CH2:6][CH2:7]1)[CH2:14][CH2:15][CH3:16] |f:3.4|. Run in [Cl-].[NH4+] (ammonium chloride), O1CCCC1 (tetrahydrofuran). Reactants: O=C1CCN(CC1)C(=O)OCC (ethyl 4-oxo-1-piperidinecarboxylate), C(CCC)[Li] (n-butyl lithium). Procedure: Under an atmosphere of argon, to a solution of ethyl 4-oxo-1-piperidinecarboxylate (1.00 g) in anhydrous tetrahydrofuran (5 mL) was added n-butyl lithium (1.56M hexane solution, 5.62 mL) at −40° C. The reaction mixture was stirred at 0° C. for 2 hours. The reaction mixture was poured in saturated ammonium chloride aqueous solution and extracted with ethyl acetate. The organic layer was washed with a saturated saline solution and dried over anhydrous magnesium sulfate. The solvent was evaporated ... Conditions: temperature 0 celsius, time 2 hour. Yields the product C(CCC)C1(CCN(CC1)C(=O)OCC)O (Ethyl 4-butyl-4-hydroxy-1-piperidinecarboxylate). Reactants: S(O)(O)(=O)=O.NCC#N (2-aminoacetonitrile bisulfate), C(C1=CC=CC=C1)(=O)C1=CC=CC=C1 (benzophenone), C(Cl)Cl (DCM). Reaction conditions: time 18 hour. The product is N1=CNC2=C1C=CC=C2 (benzimidazole). Yield: 82.0%. Reaction SMILES: S(=O)(=O)(O)O.[NH2:6][CH2:7][C:8]#[N:9].[C:10]([C:18]1C=CC=CC=1)(=O)[C:11]1C=CC=C[CH:12]=1.[CH2:24](Cl)Cl>>[N:9]1[C:8]2[CH:18]=[CH:10][CH:11]=[CH:12][C:7]=2[NH:6][CH:24]=1 |f:0.1|. Procedure details: To a stirred solution of 2-aminoacetonitrile bisulfate (2.9 g, 0.013 mmol) in DCM (50 mL) was added benzophenone (3.48 mL, 0.0208 mmol) followed by DEIA (4.53 mL, 0.026 mmol). After stirring 18 h, the DCM solution was washed with water (50 mL), dried over sodium sulfate, filtered, and the filtrate concentrated under reduced pressure. The residue was purified on a flash silica gel column (hexanes:EtOAc, 1:1) to give 3 (2.40 g, 82%).